From a dataset of the Open Reaction Database (ORD), a public repository of structured organic reaction records. describe an organic reaction: reactants, conditions, products, and yield As a reaction SMILES: [Cl:1][C:2]1[CH:3]=[CH:4][C:5]2[N:11]=[C:10](SC)[N:9]([CH3:14])[N:8]=[C:7]([C:15]3[CH:20]=[CH:19][CH:18]=[CH:17][CH:16]=3)[C:6]=2[CH:21]=1.[C:22]([NH:25][NH2:26])(=O)[CH3:23]>C(O)CCC>[Cl:1][C:2]1[CH:3]=[CH:4][C:5]2[N:11]3[C:22]([CH3:23])=[N:25][N:26]=[C:10]3[N:9]([CH3:14])[N:8]=[C:7]([C:15]3[CH:20]=[CH:19][CH:18]=[CH:17][CH:16]=3)[C:6]=2[CH:21]=1. The solvent is C(CCC)O (n-butanol). Reported procedure: A mixture of 7.25 grams (23.0 m moles) of 7-chloro-3-methyl-(methylthio)-5-phenyl-3H-1,3,4-benzotriazepine (Example 27), 4.8 grams (65 moles) of acethydrazide, and 100 ml of n-butanol was stirred and refluxed under nitrogen for about 17 hours. The solvent was removed in vacuo on a rotary evaporator. The residue was dissolved in methylene chloride. The resulting solution was washed with water, dried with magnesium sulfate, and concentrated in vacuo. The residue was dissolved in a minimum amount o... The product is ClC=1C=CC2=C(C(=NN(C=3N2C(=NN3)C)C)C3=CC=CC=C3)C1 (8-chloro-1,4-dimethyl-6-phenyl-4H-s-triazolo(4,3-a)(1,3,4)benzotriazepine). Starting materials: ClC=1C=CC2=C(C(=NN(C(=N2)SC)C)C2=CC=CC=C2)C1 (7-chloro-3-methyl-2-(methylthio)-5-phenyl-3H-1,3,4-benzotriazepine), C(C)(=O)NN (acethydrazide). Reactants: ClC1=C(C(=CC=2CC(OC21)\C(\OCC)=N/O)C(CC)=O)O (ETHYL (E)-7-CHLORO-2,3-DIHYDRO-6-HYDROXY-5-PROPIONYLBENZOFURAN-2-CARBOXYLATE OXIME), C(C)(=O)OC(C)=O (acetic anhydride). Product: C(C)(=O)O\N=C(\OCC)/C1OC2=C(C1)C=C(C(=C2Cl)O)C(CC)=O (ETHYL (E)-7-CHLORO-2,3-DIHYDRO-6-HYDROXY-5-PROPIONYL-BENZOFURAN-2-CARBOXYLATE-O-ACETYLOXIME). Yield: 89.2%. As a reaction SMILES: [Cl:1][C:2]1[C:10]2[O:9][CH:8](/[C:11](=[N:15]\[OH:16])/[O:12][CH2:13][CH3:14])[CH2:7][C:6]=2[CH:5]=[C:4]([C:17](=[O:20])[CH2:18][CH3:19])[C:3]=1[OH:21].[C:22](OC(=O)C)(=[O:24])[CH3:23]>>[C:22]([O:16]/[N:15]=[C:11](\[CH:8]1[CH2:7][C:6]2[CH:5]=[C:4]([C:17](=[O:20])[CH2:18][CH3:19])[C:3]([OH:21])=[C:2]([Cl:1])[C:10]=2[O:9]1)/[O:12][CH2:13][CH3:14])(=[O:24])[CH3:23]. Procedure: 5b (3.45 g, 0.011 mol) was stirred in acetic anhydride overnight. Evaporation ad trituration in ethanol gave 89.2% of white crystals, M.P. 140°-142° C. Anal. (C16H18ClNO6) C,H,N. Starting materials: N1C[C@H](CCC1)NC(=O)C1=CNC2=C1N=CN=C2C2=C(C=CC=1OCOC12)OCC1CC1 (4-(5-cyclopropylmethoxy-benzo[1,3]dioxol-4-yl)-5H-pyrrolo[3,2-d]pyrimidine-7-carboxylic acid (S)-piperidin-3-ylamide), ClC(=O)[C@H](C)OC(C)=O (acetic acid (S)-1-chlorocarbonyl-ethyl ester). Yields the product O[C@H](C(=O)N1C[C@H](CCC1)NC(=O)C1=CNC2=C1N=CN=C2C2=C(C=CC=1OCOC12)OCC1CC1)C (4-(5-Cyclopropylmethoxy-benzo[1,3]dioxol-4-yl)-5H-pyrrolo[3,2-d]pyrimidine-7-carboxylic acid [(S)-1-((S)-2-hydroxy-propanoyl)piperidin-3-yl]-amide). RXN SMILES: [NH:1]1[CH2:6][CH2:5][CH2:4][C@H:3]([NH:7][C:8]([C:10]2[C:14]3[N:15]=[CH:16][N:17]=[C:18]([C:19]4[C:27]5[O:26][CH2:25][O:24][C:23]=5[CH:22]=[CH:21][C:20]=4[O:28][CH2:29][CH:30]4[CH2:32][CH2:31]4)[C:13]=3[NH:12][CH:11]=2)=[O:9])[CH2:2]1.Cl[C:34]([C@@H:36]([O:38]C(=O)C)[CH3:37])=[O:35]>>[OH:38][C@@H:36]([CH3:37])[C:34]([N:1]1[CH2:6][CH2:5][CH2:4][C@H:3]([NH:7][C:8]([C:10]2[C:14]3[N:15]=[CH:16][N:17]=[C:18]([C:19]4[C:27]5[O:26][CH2:25][O:24][C:23]=5[CH:22]=[CH:21][C:20]=4[O:28][CH2:29][CH:30]4[CH2:31][CH2:32]4)[C:13]=3[NH:12][CH:11]=2)=[O:9])[CH2:2]1)=[O:35]. Reported procedure: Starting from 4-(5-cyclopropylmethoxy-benzo[1,3]dioxol-4-yl)-5H-pyrrolo[3,2-d]pyrimidine-7-carboxylic acid (S)-piperidin-3-ylamide (example A148) and acetic acid (S)-1-chlorocarbonyl-ethyl ester the title compound is obtained as colorless solid. Starting materials: ClC1=CC=C2C(=CNC2=C1)C(=O)N1CCN(CC1)C1=C(C=CC=C1)F ((6-chloro-1H-indol-3-yl)-[4-(2-fluoro-phenyl)-piperazin-1-yl]-methanone), ClCCN(C)C ((2-chloro-ethyl)-dimethyl-amine). Product: ClC1=CC=C2C(=CN(C2=C1)CCN(C)C)C(=O)N1CCN(CC1)C1=C(C=CC=C1)F ([6-Chloro-1-(2-dimethylamino-ethyl)-1H-indol-3-yl]-[4-(2-fluoro-phenyl)-piperazin-1-yl]-methanone). RXN SMILES: [Cl:1][C:2]1[CH:10]=[C:9]2[C:5]([C:6]([C:11]([N:13]3[CH2:18][CH2:17][N:16]([C:19]4[CH:24]=[CH:23][CH:22]=[CH:21][C:20]=4[F:25])[CH2:15][CH2:14]3)=[O:12])=[CH:7][NH:8]2)=[CH:4][CH:3]=1.Cl[CH2:27][CH2:28][N:29]([CH3:31])[CH3:30]>>[Cl:1][C:2]1[CH:10]=[C:9]2[C:5]([C:6]([C:11]([N:13]3[CH2:18][CH2:17][N:16]([C:19]4[CH:24]=[CH:23][CH:22]=[CH:21][C:20]=4[F:25])[CH2:15][CH2:14]3)=[O:12])=[CH:7][N:8]2[CH2:27][CH2:28][N:29]([CH3:31])[CH3:30])=[CH:4][CH:3]=1. Reported procedure: Following general procedure II, the alkylation of (6-chloro-1H-indol-3-yl)-[4-(2-fluoro-phenyl)-piperazin-1-yl]-methanone (preparation described herein), with (commercially available) (2-chloro-ethyl)-dimethyl-amine gave the title compound. The reactants are CC=1C=CC(=C(C1)N)[N+](=O)[O-] (5-methyl-2-nitro-phenylamine), [H-].[Na+] (NaH), IC (iodomethane). Run in CN(C)C=O (DMF), CN(C)C=O (DMF). Conditions: time 10 minute. Yields the product CNC1=C(C=CC(=C1)C)[N+](=O)[O-] (methyl-(5-methyl-2-nitro-phenyl)-amine). RXN SMILES: [CH3:1][C:2]1[CH:3]=[CH:4][C:5]([N+:9]([O-:11])=[O:10])=[C:6]([NH2:8])[CH:7]=1.[H-].[Na+].I[CH3:15]>CN(C=O)C>[CH3:15][NH:8][C:6]1[CH:7]=[C:2]([CH3:1])[CH:3]=[CH:4][C:5]=1[N+:9]([O-:11])=[O:10] |f:1.2|. Procedure details: To a solution of 5-methyl-2-nitro-phenylamine (3.04 g, 20.0 mmol) in anhydrous DMF (20 mL) at 0° C. was portionwise added 95% NaH (528 mg, 22.0 mmol) and stirred for 10 min. A solution of iodomethane (1.25 mL, 20.0 mmol) in anhydrous DMF (10 mL) was then added. The ice bath was removed and the resulting mixture was stirred at room temperature overnight. The resulting mixture was then diluted with water, and the resulting solid was collected by filtration, washed with H2O and hexanes to yield met... Starting materials: [N+](=O)([O-])C1=C2C(C(=O)N(C2=O)C2=CC=C(N)C=C2)=CC=C1 (4-(3-nitrophthalimidyl)aniline), [N-]=[N+]=[N-].[Na+] (sodium azide). Run in CS(=O)C (dimethylsulphoxide). Product: N(=[N+]=[N-])C1=C2C(C(=O)N(C2=O)C2=CC=C(N)C=C2)=CC=C1 (4-(3-azidophthalimidyl)-aniline). Isolated yield 99.8%. As a reaction SMILES: [N+:1]([C:4]1[CH:21]=[CH:20][CH:19]=[C:6]2[C:7]([N:9]([C:12]3[CH:18]=[CH:17][C:15]([NH2:16])=[CH:14][CH:13]=3)[C:10](=[O:11])[C:5]=12)=[O:8])([O-])=O.[N-:22]=[N+:23]=[N-].[Na+]>CS(C)=O>[N:1]([C:4]1[CH:21]=[CH:20][CH:19]=[C:6]2[C:7]([N:9]([C:12]3[CH:18]=[CH:17][C:15]([NH2:16])=[CH:14][CH:13]=3)[C:10](=[O:11])[C:5]=12)=[O:8])=[N+:22]=[N-:23] |f:1.2|. Reported procedure: 13.5 g (0.047 mol) of 4-(3-nitrophthalimidyl)aniline and 3.4 g (0.051 mol) of sodium azide in 120 ml of dimethylsulphoxide are heated for 18 hours at 80° C. The reaction mixture is then concentrated in vacuo at 80° C. and diluted with 100 ml of water, the mixture is filtered with suction and the filter residue is washed with 20 ml of water and dried for 24 hours in a drying cabinet at 80° C./100 mm Hg. 13.1 g (100% of theory) of 4-(3-azidophthalimidyl)-aniline are obtained; melting point 176° C.... Starting materials: C(C)(=O)Cl (acetyl chloride), C1(=CC=CC=C1)C(N1CCN(CC1)CC1=CC2=C(N(C(=N2)N)C)C=C1)C1=CC=CC=C1 (5-[4-(diphenylmethyl)-1-piperazinylmethyl]-1-methyl-1H-benzimidazol-2-amine), [OH-].[NH4+] (ammonium hydroxide). The solvent is N1=CC=CC=C1 (pyridine). Reaction conditions: time 1 hour. Yields the product C1(=CC=CC=C1)C(N1CCN(CC1)CC1=CC2=C(N(C(=N2)NC(C)=O)C)C=C1)C1=CC=CC=C1 (N-{5-[4-(diphenylmethyl)-1-piperazinylmethyl]-1-methyl-1H-benzimidazol-2-yl}acetamide). Reaction SMILES: [C:1]1([CH:7]([C:26]2[CH:31]=[CH:30][CH:29]=[CH:28][CH:27]=2)[N:8]2[CH2:13][CH2:12][N:11]([CH2:14][C:15]3[CH:25]=[CH:24][C:18]4[N:19]([CH3:23])[C:20]([NH2:22])=[N:21][C:17]=4[CH:16]=3)[CH2:10][CH2:9]2)[CH:6]=[CH:5][CH:4]=[CH:3][CH:2]=1.[C:32](Cl)(=[O:34])[CH3:33].[OH-].[NH4+]>N1C=CC=CC=1>[C:26]1([CH:7]([C:1]2[CH:6]=[CH:5][CH:4]=[CH:3][CH:2]=2)[N:8]2[CH2:13][CH2:12][N:11]([CH2:14][C:15]3[CH:25]=[CH:24][C:18]4[N:19]([CH3:23])[C:20]([NH:22][C:32](=[O:34])[CH3:33])=[N:21][C:17]=4[CH:16]=3)[CH2:10][CH2:9]2)[CH:31]=[CH:30][CH:29]=[CH:28][CH:27]=1 |f:2.3|. Procedure details: To a stirred mixture of 4.1 parts of 5-[4-(diphenylmethyl)-1-piperazinylmethyl]-1-methyl-1H-benzimidazol-2-amine and 25 parts of pyridine are added dropwise 0.79 parts of acetyl chloride while cooling at 0°-5° C. Upon completion, stirring is continued for one hour at 80° C. The reaction mixture is cooled to room temperature, poured onto ice-water and alkalized with ammonium hydroxide. The product is extracted with methylbenzene. The extract is washed with water, dried, filtered and evaporated. T... Starting materials: C(CCC)C(C=O)CCCCCCCCC (2-Butylundecanal), ( 100 ), ( 23 ), C(C)C(C=O)CCCCCCCCCCC (2-Ethyltridecanal), ( 19 ). Product: CC(C=O)CCCCCCCCCCCC (2-Methyltetradecanal). As a reaction SMILES: [CH2:1](C(CCCCCCCCC)C=O)CCC.[CH2:17]([CH:19]([CH2:22][CH2:23][CH2:24][CH2:25][CH2:26][CH2:27][CH2:28][CH2:29][CH2:30][CH2:31][CH3:32])[CH:20]=[O:21])C>>[CH3:17][CH:19]([CH2:22][CH2:23][CH2:24][CH2:25][CH2:26][CH2:27][CH2:28][CH2:29][CH2:30][CH2:31][CH2:32][CH3:1])[CH:20]=[O:21]. Procedure details: MS: m/z (%)=168 (9, M+−58), 95 (6), 81 (8), 71 (19), 58 (100), 43 (23). Starting materials: O (water), ClC1=C(C=O)C=CC(=C1)Cl (2,4-dichlorobenzaldehyde), N[C@@H](CC1=CC=CC=C1)C(=O)O (phenylalanine), [OH-].[Na+] (sodium hydroxide). Run in C(C)O (ethanol). Product: ClC1=C(C=NC(C(=O)[O-])CC2=CC=CC=C2)C=CC(=C1)Cl.[Na+] (sodium 2-(2,4-dichlorobenzalamino)-3-phenylpropionate). As a reaction SMILES: [Cl:1][C:2]1[CH:9]=[C:8]([Cl:10])[CH:7]=[CH:6][C:3]=1[CH:4]=O.[NH2:11][C@H:12]([C:20]([OH:22])=[O:21])[CH2:13][C:14]1[CH:19]=[CH:18][CH:17]=[CH:16][CH:15]=1.O.[OH-].[Na+:25]>C(O)C>[Cl:1][C:2]1[CH:9]=[C:8]([Cl:10])[CH:7]=[CH:6][C:3]=1[CH:4]=[N:11][CH:12]([CH2:13][C:14]1[CH:19]=[CH:18][CH:17]=[CH:16][CH:15]=1)[C:20]([O-:22])=[O:21].[Na+:25] |f:3.4,6.7|. Procedure: A solution of 18.5 grams of 2,4-dichlorobenzaldehyde in 50 milliliters of ethanol was added to a solution of 16.5 grams of phenylalanine in about 50 milliliters of alcoholic sodium hydroxide (prepared from 4 grams of sodium hydroxide in 50 milliliters of 1:1 water:ethanol) to obtain sodium 2-(2,4-dichlorobenzalamino)-3-phenylpropionate (Schiff base) and water by-product in the reaction mixture. The solvent was evaporated and the residue was redissolved in ethanol and evaporatively distilled to r...